From a dataset of the Open Reaction Database (ORD), a public repository of structured organic reaction records. describe an organic reaction: reactants, conditions, products, and yield Reactants: CNC1=CC=CC=C1 (N-methyl aniline), C1(=CC=CC=C1)C (toluene), ClC=1OC(=C(N1)C(F)(F)F)C(=O)[O-] (2-chloro-4-trifluoromethyl-5-oxazolecarboxylate). Solvent: C(C)OCC (ethyl ether). Product: CN(C=1OC(=C(N1)C(F)(F)F)C(=O)OCC)C1=CC=CC=C1 (Ethyl 2-(methylphenylamino)-4-(trifluoromethyl)-5-oxazolecarboxylate). RXN SMILES: [CH3:1][NH:2][C:3]1[CH:8]=[CH:7][CH:6]=[CH:5][CH:4]=1.[C:9]1(C)C=CC=C[CH:10]=1.Cl[C:17]1[O:18][C:19]([C:26]([O-:28])=[O:27])=[C:20]([C:22]([F:25])([F:24])[F:23])[N:21]=1>C(OCC)C>[CH3:1][N:2]([C:3]1[CH:8]=[CH:7][CH:6]=[CH:5][CH:4]=1)[C:17]1[O:18][C:19]([C:26]([O:28][CH2:9][CH3:10])=[O:27])=[C:20]([C:22]([F:25])([F:24])[F:23])[N:21]=1. Procedure details: By the procedure of Example 15, 4.29 g (0.04 mol) of N-methyl aniline was added to 75 ml of toluene containing 4.87 g (0.02 mol) of 2-chloro-4-trifluoromethyl-5-oxazolecarboxylate. The reaction mixture was stirred at reflux for 72 hours. The product mixture was slurried in ethyl ether, washed with water and 25% sulfuric acid, dried and concentrated. The residue was distilled and the distillate recrystallized from a chloroformmethylcyclohexane solution to yield 3.5 g of a white-powder product (m.... Starting materials: C(C)(=O)O (acetic acid), OC1=CC=C(C(=O)OCC)C=C1 (ethyl 4-hydroxybenzoate), [Cl-].CS(=O)(=O)OCC[NH+](C)C ([2-(methanesulfonyloxy)ethyl]dimethylammonium chloride), [OH-].[Na+] (sodium hydroxide). Solvent: COCCOC (ethylene glycol dimethyl ether). Yields the product CN(CCOC1=CC=C(C(=O)OCC)C=C1)C (Ethyl 4-(2-dimethylaminoethoxy)-benzoate). Isolated yield 92.0%. RXN SMILES: [OH:1][C:2]1[CH:12]=[CH:11][C:5]([C:6]([O:8][CH2:9][CH3:10])=[O:7])=[CH:4][CH:3]=1.[OH-].[Na+].[Cl-].CS(O[CH2:21][CH2:22][NH+:23]([CH3:25])[CH3:24])(=O)=O.C(O)(=O)C>COCCOC>[CH3:24][N:23]([CH3:25])[CH2:22][CH2:21][O:1][C:2]1[CH:3]=[CH:4][C:5]([C:6]([O:8][CH2:9][CH3:10])=[O:7])=[CH:11][CH:12]=1 |f:1.2,3.4|. Procedure: 20 g (0.12 mol) of ethyl 4-hydroxybenzoate were dissolved in 300 mL of ethylene glycol dimethyl ether in a nitrogen atmosphere. 11.6 g (0.29 mol) of 60% sodium hydroxide were added in portions over the course of 25 minutes while stirring at room temperature followed by heating to 50° C. and stirring for 1 hour. Moreover, 29.4 g (0.14 mol) of [2-(methanesulfonyloxy)ethyl]dimethylammonium chloride were added in portions over the course of 1 hour at the same temperature followed by additionally sti... Reactants: N1=C(C=CC=C1)C1=NOC(=N1)C1=CC(=CC(=C1)O)C#N (3-(2-pyridyl)-5-(3-cyano-5-hydroxyphenyl)-1,2,4-oxadiazole), C([O-])([O-])=O.[K+].[K+] (potassium carbonate), Cl.CN(CCCl)C (2-dimethylaminoethyl chloride hydrochloride). The solvent is CN(C=O)C (N,N-dimethylformamide), ClCCl (dichloromethane). Conditions: temperature 150 celsius. Yields the product N1=C(C=CC=C1)C1=NOC(=N1)C1=CC(=CC(=C1)OCCN(C)C)C#N (3-(2-pyridyl)-5-(3-cyano-5-(2-dimethylaminoethoxy)phenyl) -1,2,4-oxadiazole). The yield is 65.1%. RXN SMILES: [N:1]1[CH:6]=[CH:5][CH:4]=[CH:3][C:2]=1[C:7]1[N:11]=[C:10]([C:12]2[CH:17]=[C:16]([OH:18])[CH:15]=[C:14]([C:19]#[N:20])[CH:13]=2)[O:9][N:8]=1.C(=O)([O-])[O-].[K+].[K+].Cl.[CH3:28][N:29]([CH3:33])[CH2:30][CH2:31]Cl>CN(C)C=O.ClCCl>[N:1]1[CH:6]=[CH:5][CH:4]=[CH:3][C:2]=1[C:7]1[N:11]=[C:10]([C:12]2[CH:17]=[C:16]([O:18][CH2:31][CH2:30][N:29]([CH3:33])[CH3:28])[CH:15]=[C:14]([C:19]#[N:20])[CH:13]=2)[O:9][N:8]=1 |f:1.2.3,4.5|. Reported procedure: A mixture of 3-(2-pyridyl)-5-(3-cyano-5-hydroxyphenyl)-1,2,4-oxadiazole (30 mg, 0.11 mmol), potassium carbonate (374mg, 2.7 mmol) and 2-dimethylaminoethyl chloride hydrochloride (46 mg, 0.32 mmol) in N,N-dimethylformamide (1 mL) were heated in a sealed vial at 150° C. for 5 minutes. The reaction was cooled, diluted with dichloromethane, washed with water (3×) and saturated brine, filtered and concentrated. Silica gel chromatography using a gradient of 1% methanol in dichloromethane to 5% methano... The reactants are C(C1=CC=CC=C1)(=O)OC=1C(=NC(=NC1O)C(COCC1=CC=CC=C1)NC(=O)OC(C)(C)C)C(=O)OC (methyl 5-(benzoyloxy)-2-{2-(benzyloxy)-1-[(tert butoxycarbonyl)amino]ethyl}-6-hydroxypyrimidine-4-carboxylate), FC1=CC=C(CN)C=C1 (4-fluorobenzylamine). Reaction conditions: time 1.5 hour. Yields the product NC(COCC1=CC=CC=C1)C1=NC(=C(C(=N1)C(=O)NCC1=CC=C(C=C1)F)O)O (2-[1-amino-2-(benzyloxy)ethyl]-N-(4-fluorobenzyl)-5,6-dihydroxypyrimidine-4-carboxamide). RXN SMILES: C([O:9][C:10]1[C:11]([C:35]([O:37]C)=O)=[N:12][C:13]([CH:17]([NH:27]C(OC(C)(C)C)=O)[CH2:18][O:19][CH2:20][C:21]2[CH:26]=[CH:25][CH:24]=[CH:23][CH:22]=2)=[N:14][C:15]=1[OH:16])(=O)C1C=CC=CC=1.[F:39][C:40]1[CH:47]=[CH:46][C:43]([CH2:44][NH2:45])=[CH:42][CH:41]=1>>[NH2:27][CH:17]([C:13]1[N:12]=[C:11]([C:35]([NH:45][CH2:44][C:43]2[CH:46]=[CH:47][C:40]([F:39])=[CH:41][CH:42]=2)=[O:37])[C:10]([OH:9])=[C:15]([OH:16])[N:14]=1)[CH2:18][O:19][CH2:20][C:21]1[CH:22]=[CH:23][CH:24]=[CH:25][CH:26]=1. Procedure: To a methanolic solution of methyl 5-(benzoyloxy)-2-{2-(benzyloxy)-1-[(tert butoxycarbonyl)amino]ethyl}-6-hydroxypyrimidine-4-carboxylate prepared as described in Step 2, 4-fluorobenzylamine (2.15 eq.) was added. The resulting solution was refluxed for 24 hours (100% conversion by LC-MS). After cooling to room temperature, the crude was concentrated under reduced pressure and the solvent switched to CH2Cl2. To the solution, trifluoroacetic acid was added and the mixture was stirred at room tempe... Starting materials: CC1(OB(OC1(C)C)C=1CCN(CC1)C(=O)OC(C)(C)C)C (tert-butyl 4-(4,4,5,5-tetramethyl-1,3,2-dioxaborolan-2-yl)-3,6-dihydropyridine-1(2H)-carboxylate), BrC1=CC(=C(C=C1)O)C(C)C (4-bromo-2-isopropylphenol), C([O-])([O-])=O.[K+].[K+] (potassium carbonate), PdCl2dppf. Solvent: CN(C)C=O (DMF), C(C)(=O)OCC (ethyl acetate). Run at temperature 80 celsius, time 16 hour. Product: OC1=C(C=C(C=C1)C=1CCN(CC1)C(=O)OC(C)(C)C)C(C)C (tert-butyl 4-(4-hydroxy-3-isopropylphenyl)-3,6-dihydropyridine-1(2H)-carboxylate). Yield: 32.5%. As a reaction SMILES: CC1(C)C(C)(C)OB([C:9]2[CH2:10][CH2:11][N:12]([C:15]([O:17][C:18]([CH3:21])([CH3:20])[CH3:19])=[O:16])[CH2:13][CH:14]=2)O1.Br[C:24]1[CH:29]=[CH:28][C:27]([OH:30])=[C:26]([CH:31]([CH3:33])[CH3:32])[CH:25]=1.C(=O)([O-])[O-].[K+].[K+]>CN(C=O)C.C(OCC)(=O)C>[OH:30][C:27]1[CH:28]=[CH:29][C:24]([C:9]2[CH2:10][CH2:11][N:12]([C:15]([O:17][C:18]([CH3:19])([CH3:20])[CH3:21])=[O:16])[CH2:13][CH:14]=2)=[CH:25][C:26]=1[CH:31]([CH3:33])[CH3:32] |f:2.3.4|. Procedure details: To a solution of tert-butyl 4-(4,4,5,5-tetramethyl-1,3,2-dioxaborolan-2-yl)-3,6-dihydropyridine-1(2H)-carboxylate (0.36 g), 4-bromo-2-isopropylphenol (0.3 g) in DMF (8.0 mL) was added potassium carbonate (0.5 g) and PdCl2dppf (60 mg) under nitrogen. The mixture was stirred at 80° C. for 16 h. The reaction was cooled down, diluted with ethyl acetate, washed with water, brine, dried and concentrated. The product tert-butyl 4-(4-hydroxy-3-isopropylphenyl)-3,6-dihydropyridine-1(2H)-carboxylate (0.12... Starting materials: C1(CC1)COC1=CC(=NC=N1)N (6-(cyclopropylmethoxy)pyrimidin-4-amine), alcohol. Run in CC(CO)C (2-methylpropan-1-ol). The product is C(C(C)C)OC1=CC(=NC=N1)N (6-isobutoxypyrimidin-4-amine). The yield is 76.0%. Reaction SMILES: [CH:1]1([CH2:4][O:5][C:6]2[N:11]=[CH:10][N:9]=[C:8]([NH2:12])[CH:7]=2)[CH2:3][CH2:2]1>CC(C)CO>[CH2:4]([O:5][C:6]1[N:11]=[CH:10][N:9]=[C:8]([NH2:12])[CH:7]=1)[CH:1]([CH3:3])[CH3:2]. Procedure details: This was prepared in a manner analogous to 6-(cyclopropylmethoxy)pyrimidin-4-amine, where 2-methylpropan-1-ol was used as the alcohol. 6-isobutoxypyrimidin-4-amine (0.196 g, 1.172 mmol, 76% yield) was obtained as a white solid. m/z (ESI) 168.2 (M+H)+. Starting materials: O=C([O-])[O-], CN1CCCC1=O, [Cu]Br, Fc1ccc(I)cc1F, [K+], [K+], O=C(O)CCc1ccc(O)cc1. The product is O=C(O)CCc1ccc(Oc2ccc(F)c(F)c2)cc1. RXN SMILES: [C:22](=[O:23])([O-:24])[O-:25].[CH3:30][N:31]1[CH2:32][CH2:33][CH2:34][C:35]1=[O:36].[Cu:28][Br:29].[F:13][c:14]1[cH:15][c:16]([I:21])[cH:17][cH:18][c:19]1[F:20].[K+:26].[K+:27].[OH:1][c:2]1[cH:3][cH:4][c:5]([CH2:8][CH2:9][C:10](=[O:11])[OH:12])[cH:6][cH:7]1>>[O:1]([c:2]1[cH:3][cH:4][c:5]([CH2:8][CH2:9][C:10](=[O:11])[OH:12])[cH:6][cH:7]1)[c:16]1[cH:15][c:14]([F:13])[c:19]([F:20])[cH:18][cH:17]1.